Task: describe an organic reaction: reactants, conditions, products, and yield. Dataset: the Open Reaction Database (ORD), a public repository of structured organic reaction records Reactants: C1(=CC=C(C=C1)S(=O)(=O)[O-])C.C(C)(C)(C)OC1=CC=C(C=C1)[S+](C1=CC=C(C=C1)OC(C)(C)C)C1=CC=C(C=C1)OC(C)(C)C (tris(p-tert-butoxyphenyl)sulfonium p-toluenesulfonate), C1(=CC=C(C=C1)S(=O)(=O)O)C (p-toluenesulfonic acid). The solvent is CO (methanol). The product is C1(=CC=C(C=C1)S(=O)(=O)[O-])C.OC1=CC=C(C=C1)[S+](C1=CC=C(C=C1)O)C1=CC=C(C=C1)O (tris(p-hydroxyphenyl)sulfonium p-toluenesulfonate). The yield is 97.0%. As a reaction SMILES: [C:1]1([CH3:11])[CH:6]=[CH:5][C:4]([S:7]([O-:10])(=[O:9])=[O:8])=[CH:3][CH:2]=1.C([O:16][C:17]1[CH:22]=[CH:21][C:20]([S+:23]([C:35]2[CH:40]=[CH:39][C:38]([O:41]C(C)(C)C)=[CH:37][CH:36]=2)[C:24]2[CH:29]=[CH:28][C:27]([O:30]C(C)(C)C)=[CH:26][CH:25]=2)=[CH:19][CH:18]=1)(C)(C)C.C1(C)C=CC(S(O)(=O)=O)=CC=1>CO>[C:1]1([CH3:11])[CH:2]=[CH:3][C:4]([S:7]([O-:10])(=[O:8])=[O:9])=[CH:5][CH:6]=1.[OH:16][C:17]1[CH:22]=[CH:21][C:20]([S+:23]([C:35]2[CH:40]=[CH:39][C:38]([OH:41])=[CH:37][CH:36]=2)[C:24]2[CH:29]=[CH:28][C:27]([OH:30])=[CH:26][CH:25]=2)=[CH:19][CH:18]=1 |f:0.1,4.5|. Procedure details: A solution of 6.5 g (0.01 mol) of tris(p-tert-butoxyphenyl)sulfonium p-toluenesulfonate and 0.95 g (0.005 mol) of p-toluenesulfonic acid in 40 g of methanol was heated at 60° C. for 7 hours with stirring. The reaction mixture was evaporated in vacuo. The residual oil was washed two times with 200 g of diethyl ether. The amount of this crude product was 4.7 g (97% yield). Without further purification, the crude product was used in subsequent reaction. The reactants are S(=O)(C1=CC=C(C=C1)N)(=O)O (sulfanilic acid), C([O-])(O)=O.[Na+] (sodium bicarbonate), N(C1=CC=CC=C1)CS(=O)(=O)[O-].[Na+] (sodium anilinomethanesulfonate), S(O)(O)(=O)=O (sulfuric acid), N(=O)[O-].[Na+] (sodium nitrite), S(O)(=O)(=O)N (amidosulfuric acid), S(O)(O)(=O)=O (sulfuric acid). The solvent is ice water, ice. Conditions: temperature 95 celsius, time 8 hour. Product: C1=CC(=CC=C1N)N=NC2=CC=C(C=C2)S(=O)(=O)O (4'-aminoazobenzene-4-sulfonic acid). Yield: 92.4%. As a reaction SMILES: [S:1]([OH:11])(=[O:10])([C:3]1[CH:8]=[CH:7][C:6]([NH2:9])=[CH:5][CH:4]=1)=[O:2].S(=O)(=O)(O)O.N([O-])=O.[Na+].C(=O)(O)[O-].[Na+].[NH:26](CS([O-])(=O)=O)[C:27]1[CH:32]=[CH:31][CH:30]=[CH:29][CH:28]=1.[Na+].S([NH2:43])(=O)(=O)O>>[CH:32]1[C:27]([NH2:26])=[CH:28][CH:29]=[C:30]([N:43]=[N:9][C:6]2[CH:5]=[CH:4][C:3]([S:1]([OH:11])(=[O:10])=[O:2])=[CH:8][CH:7]=2)[CH:31]=1 |f:2.3,4.5,6.7|. Reported procedure: 173 g of sulfanilic acid were diazotized in a conventional manner in 1000 ml of ice-water at pH 1.3 in the presence of 60 g of concentrated sulfuric acid using 69 g of sodium nitrite. The stirred suspension was rendered less acid with 100 g of sodium bicarbonate and admixed with 220 g of sodium anilinomethanesulfonate. The coupling was completed overnight. The pH of the mixture was 5.7. Then 100 g of amidosulfuric acid and 100 g of concentrated sulfuric acid diluted with a little ice were added,... Reactants: O=C1C2=C(C=CC3=C1C=CC(=C3)C(C(=O)OCCN(C)C)C)C=CC=C2 (β-N,N-dimethylaminoethyl 2-(5-oxo-5H-dibenzo[a,d]cyclohepten-2-yl)propionate), Cl (hydrochloric acid). Solvent: C(C)OCC (diethyl ether). The product is Cl.O=C1C2=C(C=CC3=C1C=CC(=C3)C(C(=O)OCCN(C)C)C)C=CC=C2 (β-N,N-dimethylaminoethyl 2-(5-oxo-5H-dibenzo[a,d]cyclohepten-2-yl)propionate hydrochloride). RXN SMILES: [O:1]=[C:2]1[C:8]2[CH:9]=[CH:10][C:11]([CH:13]([CH3:22])[C:14]([O:16][CH2:17][CH2:18][N:19]([CH3:21])[CH3:20])=[O:15])=[CH:12][C:7]=2[CH:6]=[CH:5][C:4]2[CH:23]=[CH:24][CH:25]=[CH:26][C:3]1=2.[ClH:27]>C(OCC)C>[ClH:27].[O:1]=[C:2]1[C:8]2[CH:9]=[CH:10][C:11]([CH:13]([CH3:22])[C:14]([O:16][CH2:17][CH2:18][N:19]([CH3:21])[CH3:20])=[O:15])=[CH:12][C:7]=2[CH:6]=[CH:5][C:4]2[CH:23]=[CH:24][CH:25]=[CH:26][C:3]1=2 |f:3.4|. Reported procedure: 0.51 G. of β-N,N-dimethylaminoethyl 2-(5-oxo-5H-dibenzo[a,d]cyclohepten-2-yl)propionate is dissolved in about 25 ml. of diethyl ether and hydrochloric acid gas is passed therethrough to give a precipitate. The ether is decanted, and the precipitate washed with ether, dried under vacuum, and then recrystallized from isopropanol/ether to give β-N,N-dimethylaminoethyl 2-(5-oxo-5H-dibenzo[a,d]cyclohepten-2-yl)propionate hydrochloride (m.p. 136°-137° C). Reactants: O (water), C(C1=CC=CC=C1)N1CC(C(C(C1=O)=C1SC=CS1)=O)(C(=O)OCC)C (Ethyl 1-benzyl-5-(1,3-dithiol-2-ylidene)-3-methyl-4,6-dioxopiperidine-3-carboxylate), Cl (HCl), [OH-].[Na+] (sodium hydroxide). Run in C(C)O (ethanol). Reaction conditions: time 8 hour. Yields the product C(C1=CC=CC=C1)N1C(C(C(C(C1)C)=O)=C1SC=CS1)=O (1-benzyl-3-(1,3-dithiol-2-ylidene)-5-methyl-2,4-dioxopiperidine). Isolated yield 69.1%. Reaction SMILES: [CH2:1]([N:8]1[C:13](=[O:14])[C:12](=[C:15]2[S:19][CH:18]=[CH:17][S:16]2)[C:11](=[O:20])[C:10](C)([C:21](OCC)=O)[CH2:9]1)[C:2]1[CH:7]=[CH:6][CH:5]=[CH:4][CH:3]=1.[OH-].[Na+].Cl.O>C(O)C>[CH2:1]([N:8]1[CH2:9][CH:10]([CH3:21])[C:11](=[O:20])[C:12](=[C:15]2[S:19][CH:18]=[CH:17][S:16]2)[C:13]1=[O:14])[C:2]1[CH:3]=[CH:4][CH:5]=[CH:6][CH:7]=1 |f:1.2|. Procedure: Ethyl 1-benzyl-5-(1,3-dithiol-2-ylidene)-3-methyl-4,6-dioxopiperidine-3-carboxylate (245 mg) is dissolved in ethanol (5 ml), and thereto is added a 10% sodium hydroxide solution (2.5 ml). The mixture is stirred at room temperature overnight. The mixture is acidified with 10% HCl, and poured into water. The aqueous solution is extracted with ethyl acetate. The extract is washed with a saturated sodium chloride solution, dried and then distilled to remove the solvent. The residue is dissolved in e... The reactants are [K].C(C)(C)(C)OC(=O)N1CCN(CC1)CC1=CC=C(C=C1)C(\C=C\C=1C=NC(=CC1)\C=C\C(=O)O)=O (4-(4-{(E)-3-[6-((E)-2-carboxy-vinyl)-pyridin-3-yl]-acryloyl}-benzyl)-piperazine-1-carboxylic acid tert-butyl ester potassium salt), C=1C=CC2=C(C1)N=NN2O (HOBT), C(CCl)Cl (EDC), TEA, NOC1OCCCC1 (NH2OTHP). Run in C(Cl)Cl (DCM), CN(C)C=O (DMF), C(Cl)Cl (DCM). Reaction conditions: time 5 hour. Product: ONC(\C=C\C1=NC=C(C=C1)\C=C\C(C1=CC=C(C=C1)CN1CCNCC1)=O)=O ((E)-N-hydroxy-3-{5-[(E)-3-oxo-3-(4-piperazin-1-ylmethyl-phenyl)-propenyl]-pyridin-2-yl}-acrylamide). The yield is 21.2%. RXN SMILES: [K].C(OC([N:9]1[CH2:14][CH2:13][N:12]([CH2:15][C:16]2[CH:21]=[CH:20][C:19]([C:22](=[O:36])/[CH:23]=[CH:24]/[C:25]3[CH:26]=[N:27][C:28](/[CH:31]=[CH:32]/[C:33]([OH:35])=O)=[CH:29][CH:30]=3)=[CH:18][CH:17]=2)[CH2:11][CH2:10]1)=O)(C)(C)C.C1C=CC2[N:45]([OH:46])N=NC=2C=1.C(Cl)CCl.NOC1CCCCO1>CN(C=O)C.C(Cl)Cl>[OH:46][NH:45][C:33](=[O:35])/[CH:32]=[CH:31]/[C:28]1[CH:29]=[CH:30][C:25](/[CH:24]=[CH:23]/[C:22](=[O:36])[C:19]2[CH:20]=[CH:21][C:16]([CH2:15][N:12]3[CH2:13][CH2:14][NH:9][CH2:10][CH2:11]3)=[CH:17][CH:18]=2)=[CH:26][N:27]=1 |f:0.1,^1:0|. Procedure: A mixture of 4-(4-{(E)-3-[6-((E)-2-carboxy-vinyl)-pyridin-3-yl]-acryloyl}-benzyl)-piperazine-1-carboxylic acid tert-butyl ester potassium salt (250 mg, 0.48 mmol), HOBT (130 mg, 0.96 mmol), EDC (184 mg, 0.96 mmol), TEA (0.134 ml, 0.96 mmol) and NH2OTHP (84 mg, 0.72 mmol) in DMF (4 ml) and DCM (4 ml) was stirred at room temperature for 5 h. The solution was diluted with DCM and washed with water and brine. The organic phase was dried over Na2SO4 and evaporated in vacuo. The crude mixture was puri... The reactants are C=C(C)CBr, CC(C)(C)OC(=O)CNC(=O)OC(C)(C)C, C[Si](C)(C)[N-][Si](C)(C)C, CCOC(C)=O, [Na+], CN(C)C=O. Yields the product C=C(C)CN(CC(=O)OC(C)(C)C)C(=O)OC(C)(C)C. RXN SMILES: [Br:27][CH2:28][C:29](=[CH2:30])[CH3:31].[C:1]([CH3:2])([CH3:3])([CH3:4])[O:5][C:6]([CH2:7][NH:8][C:9](=[O:10])[O:11][C:12]([CH3:13])([CH3:14])[CH3:15])=[O:16].[CH3:17][Si:18]([CH3:19])([CH3:20])[N-:21][Si:22]([CH3:23])([CH3:24])[CH3:25].[CH3:37][CH2:38][O:39][C:40]([CH3:41])=[O:42].[Na+:26].[O:32]=[CH:33][N:34]([CH3:35])[CH3:36]>>[C:1]([CH3:2])([CH3:3])([CH3:4])[O:5][C:6]([CH2:7][N:8]([C:9](=[O:10])[O:11][C:12]([CH3:13])([CH3:14])[CH3:15])[CH2:30][C:29](=[CH2:28])[CH3:31])=[O:16]. Starting materials: BrCCCCCCCC (1-bromooctane), C([O-])([O-])=O.[K+].[K+] (potassium carbonate), NC=1C=C2C=CC(=CC2=CC1)O (6-aminonaphthalene-2-ol). Run in CC(=O)C (acetone). Run at temperature 60 celsius. Yields the product C(CCCCCCC)OC=1C=C2C=CC(=CC2=CC1)N (6-octyloxynaphthalene-2-amine). Isolated yield 88.1%. RXN SMILES: [NH2:1][C:2]1[CH:3]=[C:4]2[C:9](=[CH:10][CH:11]=1)[CH:8]=[C:7]([OH:12])[CH:6]=[CH:5]2.Br[CH2:14][CH2:15][CH2:16][CH2:17][CH2:18][CH2:19][CH2:20][CH3:21].C(=O)([O-])[O-].[K+].[K+]>CC(C)=O>[CH2:14]([O:12][C:7]1[CH:8]=[C:9]2[C:4](=[CH:5][CH:6]=1)[CH:3]=[C:2]([NH2:1])[CH:11]=[CH:10]2)[CH2:15][CH2:16][CH2:17][CH2:18][CH2:19][CH2:20][CH3:21] |f:2.3.4|. Reported procedure: 3 grams (g) (18.85 millimoles (mmol)) of 6-aminonaphthalene-2-ol is dissolved in 100 milliliters (mL) of acetone, and 4 g (20.7 mmol) of 1-bromooctane and 13.0 g (94.2 mmol) of potassium carbonate (K2CO3) are added thereto. The reaction mixture is stirred under reflux at 60° C. for 24 hours, and cooled down to room temperature (25° C.). The obtained reaction mixture is concentrated, and purified by silica gel column chromatography (n-hexane:EtOAc=3:1 volume ratio), to give 4.5 g (16.6 mmol) of 6... Reactants: [Al+3], O=C(NCC1Cc2cc(Cl)cc(-c3ccsc3)c2O1)OCc1ccccc1, Cl, [H-], [H-], [H-], [H-], [Li+], C1CCOC1. Yields the product CNCC1Cc2cc(Cl)cc(-c3ccsc3)c2O1. As a reaction SMILES: [Al+3:29].[Cl:1][c:2]1[cH:3][c:4](-[c:23]2[cH:24][s:25][cH:26][cH:27]2)[c:5]2[c:6]([cH:22]1)[CH2:7][CH:8]([CH2:10][NH:11][C:12](=[O:13])[O:14][CH2:15][c:16]1[cH:17][cH:18][cH:19][cH:20][cH:21]1)[O:9]2.[ClH:34].[H-:28].[H-:31].[H-:32].[H-:33].[Li+:30].[O:35]1[CH2:36][CH2:37][CH2:38][CH2:39]1>>[Cl:1][c:2]1[cH:3][c:4](-[c:23]2[cH:24][s:25][cH:26][cH:27]2)[c:5]2[c:6]([cH:22]1)[CH2:7][CH:8]([CH2:10][NH:11][CH3:12])[O:9]2. Starting materials: ClC1=CC=2C3=C(C=NC2C=C1)N=CN3C3=CC=C(C=C3)CC#N ([4-(8-chloro-imidazo[4,5-c]quinolin-1-yl)phenyl]-acetonitrile). The reagents and catalysts are [Ni] (Ni). Run in CO.N=[N+]=[N-] (methanol HN3). The product is ClC1=CC=2C3=C(C=NC2C=C1)N=CN3C3=CC=C(C=C3)CCN (2-[4-(8-Chloro-imidazo[4,5-c]quinolin-1-yl)-phenyl]-ethylamine). Reaction SMILES: [Cl:1][C:2]1[CH:11]=[CH:10][C:9]2[N:8]=[CH:7][C:6]3[N:12]=[CH:13][N:14]([C:15]4[CH:20]=[CH:19][C:18]([CH2:21][C:22]#[N:23])=[CH:17][CH:16]=4)[C:5]=3[C:4]=2[CH:3]=1>CO.N=[N+]=[N-].[Ni]>[Cl:1][C:2]1[CH:11]=[CH:10][C:9]2[N:8]=[CH:7][C:6]3[N:12]=[CH:13][N:14]([C:15]4[CH:20]=[CH:19][C:18]([CH2:21][CH2:22][NH2:23])=[CH:17][CH:16]=4)[C:5]=3[C:4]=2[CH:3]=1 |f:1.2|. Procedure: In analogy to Example 42, the title compound is prepared from 400 mg (1.25 mmol) [4-(8-chloro-imidazo[4,5-c]quinolin-1-yl)phenyl]-acetonitrile (Example 39) in 65 ml methanol/HN3 aqu. 10% and 250 mg Raney-Ni. mp: 140-141° C.; MS: 323 (M++1); HPLC: tret=8.98 min (Grad 3). Starting materials: FC1=CC=C(C=C1)C(=C/C=C/C(=O)O)C1=CC=C(C=C1)F ((E)-5,5-bis(4-fluorophenyl)-2,4-pentadienoic acid), [N+](=O)([O-])C1=CC=C(C=C1)O (4-nitrophenol), C1(CCCCC1)N=C=NC1CCCCC1 (1,3-dicyclohexylcarbodiimide). The solvent is ClCCl (dichloromethane). Run at time 60 minute. Yields the product [N+](=O)([O-])C1=CC=C(C=C1)OC(\C=C\C=C(C1=CC=C(C=C1)F)C1=CC=C(C=C1)F)=O ((E)-5,5-bis (4-fluorophenyl)-2,4-pentadienoic acid 4-nitrophenyl ester). The yield is 78.4%. RXN SMILES: [F:1][C:2]1[CH:7]=[CH:6][C:5]([C:8]([C:15]2[CH:20]=[CH:19][C:18]([F:21])=[CH:17][CH:16]=2)=[CH:9]/[CH:10]=[CH:11]/[C:12]([OH:14])=[O:13])=[CH:4][CH:3]=1.[N+:22]([C:25]1[CH:30]=[CH:29][C:28](O)=[CH:27][CH:26]=1)([O-:24])=[O:23].C1(N=C=NC2CCCCC2)CCCCC1>ClCCl>[N+:22]([C:25]1[CH:30]=[CH:29][C:28]([O:13][C:12](=[O:14])/[CH:11]=[CH:10]/[CH:9]=[C:8]([C:15]2[CH:16]=[CH:17][C:18]([F:21])=[CH:19][CH:20]=2)[C:5]2[CH:4]=[CH:3][C:2]([F:1])=[CH:7][CH:6]=2)=[CH:27][CH:26]=1)([O-:24])=[O:23]. Procedure: As in Example 115, (E)-5,5-bis(4-fluorophenyl)-2,4-pentadienoic acid (23.75 g) and 4-nitrophenol (12.7 g) in dichloromethane (250 mL) was treated with 1,3-dicyclohexylcarbodiimide (17.12 g). The mixture was stirred at 0°-5° C. for 60 minutes and then at room temperature for 1 hour. After the usual work up, the crude product was crystallized from 2-propanol to give 26.5 g of (E)-5,5-bis (4-fluorophenyl)-2,4-pentadienoic acid 4-nitrophenyl ester mp 112°-114° C. Recrystallization of a portion from ...